This data is from the Open Reaction Database (ORD), a public repository of structured organic reaction records. The task is: describe an organic reaction: reactants, conditions, products, and yield Starting materials: COc1ccc2c(O)cc(=O)oc2c1OC1CCCC1, ClC(Cl)Cl, ClC(Cl)(Cl)Cl, c1ccc(P(c2ccccc2)c2ccccc2)cc1. RXN SMILES: [CH:1]1([O:6][c:7]2[c:8]([O:19][CH3:20])[cH:9][cH:10][c:11]3[c:12]([OH:18])[cH:13][c:14](=[O:17])[o:15][c:16]23)[CH2:2][CH2:3][CH2:4][CH2:5]1.[CH:45]([Cl:46])([Cl:47])[Cl:48].[Cl:40][C:41]([Cl:42])([Cl:43])[Cl:44].[c:21]1([P:22]([c:23]2[cH:24][cH:25][cH:26][cH:27][cH:28]2)[c:29]2[cH:30][cH:31][cH:32][cH:33][cH:34]2)[cH:35][cH:36][cH:37][cH:38][cH:39]1>>[CH:1]1([O:6][c:7]2[c:8]([O:19][CH3:20])[cH:9][cH:10][c:11]3[c:12]([Cl:40])[cH:13][c:14](=[O:17])[o:15][c:16]23)[CH2:2][CH2:3][CH2:4][CH2:5]1. The product is COc1ccc2c(Cl)cc(=O)oc2c1OC1CCCC1. Starting materials: Cl (hydrochloric acid), C(C)(=O)OC(C)=O (Acetic anhydride), Cl.NCC(CCl)O ((±)-1-amino-3-chloro-2-propanol hydrochloride), N1=CC=CC=C1 (pyridine), O (water). Conditions: time 18 hour. Yields the product C(C)(=O)NCC(CCl)OC(C)=O ((±)-1-Acetamido-2-acetoxy-3-chloropropane). RXN SMILES: [C:1]([O:4][C:5](=O)[CH3:6])(=[O:3])[CH3:2].[ClH:8].NC[CH:11]([OH:14])[CH2:12]Cl.O.Cl.[N:17]1[CH:22]=CC=CC=1>>[C:11]([NH:17][CH2:22][CH:5]([O:4][C:1](=[O:3])[CH3:2])[CH2:6][Cl:8])(=[O:14])[CH3:12] |f:1.2|. Reported procedure: Acetic anhydride (13 ml) is added to a thin slurry of (±)-1-amino-3-chloro-2-propanol hydrochloride ((±)-V, EXAMPLE 5, 5.0110 g, 34.317 mmol) in pyridine (20 ml) while maintaining the temperature in the range of 20-50°. The mixture is stirred at 20-25° for 18 hours, then water (14 ml) is added with an exotherm to 65°. The mixture is concentrated under reduced pressure and water (50 ml) is added. The pH is adjusted to 0.89 with hydrochloric acid (37.7%, 1.467 g, 15.17 mmol, 0.442 eq) at 0°. The m... The yield is 49.0%. Starting materials: FC(C(=O)OC)(C(C(C)C)OC(C(C(C(C)C)O)(F)F)=O)F (methyl 2,2-difluoro-3-(2,2-difluoro-3-hydroxy-4-methylpentanoyloxy)-4-methylpentanoate), FC(C(=O)OCC(C(C(C(F)F)(F)F)(F)F)(F)F)(C(C(C)C)O)F (2,2,3,3,4,4,5,5-octafluoropentyl 2,2-difluoro-3-hydroxy-4-methylpentanoate). Procedure: Reaction was conducted by the same procedure as Example 11 aside from using methyl 2,2-difluoro-3-(2,2-difluoro-3-hydroxy-4-methylpentanoyloxy)-4-methylpentanoate in Example 11-1 instead of 2,2,3,3,4,4,5,5-octafluoropentyl 2,2-difluoro-3-hydroxy-4-methylpentanoate in Example 11-3. Subsequent purification was conducted by silica gel column chromatography instead of vacuum distillation. The target compound, methyl 2,2-difluoro-3-(2,2-difluoro-3-methacryloyloxy-4-methylpentanoyloxy)-4-methylpentano... The product is FC(C(=O)OC)(C(C(C)C)OC(C(C(C(C)C)OC(C(=C)C)=O)(F)F)=O)F (methyl 2,2-difluoro-3-(2,2-difluoro-3-methacryloyloxy-4-methylpentanoyloxy)-4-methylpentanoate). As a reaction SMILES: [F:1][C:2]([F:22])([CH:7]([O:11][C:12](=[O:21])[C:13]([F:20])([F:19])[CH:14]([OH:18])[CH:15]([CH3:17])[CH3:16])[CH:8]([CH3:10])[CH3:9])[C:3]([O:5][CH3:6])=[O:4].FC(F)([CH:41]([OH:45])[CH:42]([CH3:44])[CH3:43])C(OCC(F)(F)C(F)(F)C(F)(F)C(F)F)=O>>[F:1][C:2]([F:22])([CH:7]([O:11][C:12](=[O:21])[C:13]([F:19])([F:20])[CH:14]([O:18][C:41](=[O:45])[C:42]([CH3:44])=[CH2:43])[CH:15]([CH3:16])[CH3:17])[CH:8]([CH3:10])[CH3:9])[C:3]([O:5][CH3:6])=[O:4]. Starting materials: Cl (HCl), C(C)(C)(C)OC(=O)N1[C@@H]([C@H]2C[C@H]2C1)CNC1=NC=C(C=N1)Br ((1S,2S,5R)-2-[(5-Bromo-pyrimidin-2-ylamino)-methyl]-3-aza-bicyclo[3.1.0]hexane-3-carboxylic acid tert-butyl ester). The solvent is O1CCOCC1 (dioxane), O1CCOCC1 (dioxane). Yields the product [C@H]12[C@H](NC[C@@H]2C1)CNC1=NC=C(C=N1)Br ([(1S,2S,5R)-1-(3-Aza-bicyclo[3.1.0]hex-2-yl)methyl]-(5-bromo-pyrimidin-2-yl)-amine). RXN SMILES: Cl.C(OC([N:9]1[CH2:14][C@H:13]2[C@H:11]([CH2:12]2)[C@H:10]1[CH2:15][NH:16][C:17]1[N:22]=[CH:21][C:20]([Br:23])=[CH:19][N:18]=1)=O)(C)(C)C>O1CCOCC1>[C@H:11]12[CH2:12][C@H:13]1[CH2:14][NH:9][C@@H:10]2[CH2:15][NH:16][C:17]1[N:22]=[CH:21][C:20]([Br:23])=[CH:19][N:18]=1. Reported procedure: A solution of HCl in dioxane (4.0 M, 22 mL) is added to a solution of (1S,2S,5R)-2-[(5-Bromo-pyrimidin-2-ylamino)-methyl]-3-aza-bicyclo[3.1.0]hexane-3-carboxylic acid tert-butyl ester (8.67 mmol) in dioxane (20 mL). After 90 min the solvents are removed in vacuo to give a crude product which is used without further purification. LC-MS: tR=0.64 min; [M+H]+=269.0. Reactants: N1N=CC2=CC(=CC=C12)N (1H-indazol-5-ylamine), N(=O)[O-].[Na+] (NaNO2), O.O.Cl[Sn]Cl (SnCl2.2H2O). Solvent: Cl (HCl), Cl (HCl). Reaction conditions: time 1 hour. Yields the product Cl.N1N=CC2=CC(=CC=C12)NN ((1H-indazol-5-yl)-hydrazine hydrochloride). RXN SMILES: [NH:1]1[C:9]2[C:4](=[CH:5][C:6]([NH2:10])=[CH:7][CH:8]=2)[CH:3]=[N:2]1.[N:11]([O-])=O.[Na+].O.O.[Cl:17][Sn]Cl>Cl>[ClH:17].[NH:1]1[C:9]2[C:4](=[CH:5][C:6]([NH:10][NH2:11])=[CH:7][CH:8]=2)[CH:3]=[N:2]1 |f:1.2,3.4.5,7.8|. Procedure: To a solution of 1H-indazol-5-ylamine (20 g, 153 mmol) in conc. HCl (50 mL) was added an aqueous solution (50 mL) of NaNO2 (19 g, 158 mmol) at 0° C. and the resulting mixture was stirred for 1 h. A solution of SnCl2.2H2O (90 g, 306 mmol) in conc. HCl (70 mL), pre-cooled to 0° C., was then added. The reaction solution was stirred for 2 h at RT. The precipitate was filtered and washed with ether to yield (1H-indazol-5-yl)-hydrazine hydrochloride as a yellow solid, which was used for the next react... The reactants are OC(C(=O)O)CCCCCCCCCCCCCC (2-hydroxyhexadecanoic acid), NC(CO)C(CCCCCCCCCCCCCCC)O (2-aminooctadecane-1,3-diol). Solvent: C(C)(=O)OCC (ethyl acetate), CCCCCCC (heptane). Yields the product OC(C(=O)NC(CO)C(CCCCCCCCCCCCCCC)O)CCCCCCCCCCCCCC (2-(2'-hydroxyhexadecanoyl)aminooctadecane-1,3-diol). The yield is 70.0%. As a reaction SMILES: [OH:1][CH:2]([CH2:6][CH2:7][CH2:8][CH2:9][CH2:10][CH2:11][CH2:12][CH2:13][CH2:14][CH2:15][CH2:16][CH2:17][CH2:18][CH3:19])[C:3]([OH:5])=O.[NH2:20][CH:21]([CH:24]([OH:40])[CH2:25][CH2:26][CH2:27][CH2:28][CH2:29][CH2:30][CH2:31][CH2:32][CH2:33][CH2:34][CH2:35][CH2:36][CH2:37][CH2:38][CH3:39])[CH2:22][OH:23]>C(OCC)(=O)C.CCCCCCC>[OH:1][CH:2]([CH2:6][CH2:7][CH2:8][CH2:9][CH2:10][CH2:11][CH2:12][CH2:13][CH2:14][CH2:15][CH2:16][CH2:17][CH2:18][CH3:19])[C:3]([NH:20][CH:21]([CH:24]([OH:40])[CH2:25][CH2:26][CH2:27][CH2:28][CH2:29][CH2:30][CH2:31][CH2:32][CH2:33][CH2:34][CH2:35][CH2:36][CH2:37][CH2:38][CH3:39])[CH2:22][OH:23])=[O:5]. Reported procedure: 4.9 g (0.018 mol) of 2-hydroxyhexadecanoic acid and 5.4 g (0.018 mol) of 2-aminooctadecane-1,3-diol were mixed in a glass tube; the mixture was irradiated with microwaves with the aid of a Synthewave 402™ apparatus from Prolabo--frequency 2450±50 MHz--modulable power rating 300 W. After an irradiation of 15 minutes at 155° C.±5° C., the reaction mixture was solubilized at high temperature in a mixture of 80 ml of ethyl acetate and 20 ml of heptane. The precipitate obtained was recrystallized fro... Starting materials: Cl (HCl), C1(=CC=CC=C1)CC(=O)Cl (Phenylacetyl chloride), C(C1=CC=CC=C1)OC(=O)C=1SC(=C(C1)N)C (5-methyl-4-amino-thiophene-2-carboxylic acid benzyl ester), C(C)(C)N(CC)C(C)C (diisopropylethylamine). Run in O1CCCC1 (tetrahydrofuran), O (water). Conditions: time 18 hour. The product is C(C1=CC=CC=C1)OC(=O)C=1SC(=C(C1)NC(CC1=CC=CC=C1)=O)C (5-methyl-4-phenylacetylamino-thiophene-2-carboxylic acid benzyl ester). Yield: 51.3%. RXN SMILES: [C:1]1([CH2:7][C:8](Cl)=[O:9])[CH:6]=[CH:5][CH:4]=[CH:3][CH:2]=1.[CH2:11]([O:18][C:19]([C:21]1[S:22][C:23]([CH3:27])=[C:24]([NH2:26])[CH:25]=1)=[O:20])[C:12]1[CH:17]=[CH:16][CH:15]=[CH:14][CH:13]=1.C(N(C(C)C)CC)(C)C.Cl>O1CCCC1.O>[CH2:11]([O:18][C:19]([C:21]1[S:22][C:23]([CH3:27])=[C:24]([NH:26][C:8](=[O:9])[CH2:7][C:1]2[CH:6]=[CH:5][CH:4]=[CH:3][CH:2]=2)[CH:25]=1)=[O:20])[C:12]1[CH:13]=[CH:14][CH:15]=[CH:16][CH:17]=1. Procedure: Phenylacetyl chloride (0.26 g, 1.7 mmol) was added to a stirred solution of 5-methyl-4-amino-thiophene-2-carboxylic acid benzyl ester (0.4 g, 1.6 mmol), prepared as described above in Step 2, and diisopropylethylamine (0.26 g, 2.0 mmol) in tetrahydrofuran (15 mL) under an inert atmosphere at room temperature. After 18 hours, the mixture was diluted with water (100 mL) and acidified with aqueous HCl. The precipitate was filtered off, rinsed with water, then ethanol, then ether, and dried to affor... The reactants are Nc1nc(-c2ccco2)c(-c2ccncc2)nc1Br, CN(C)C=O, N#C[Cu], N#C[Na]. The product is N#Cc1nc(-c2ccncc2)c(-c2ccco2)nc1N. Reaction SMILES: [Br:7][c:8]1[c:9]([NH2:25])[n:10][c:11](-[c:20]2[o:21][cH:22][cH:23][cH:24]2)[c:12](-[c:14]2[cH:15][cH:16][n:17][cH:18][cH:19]2)[n:13]1.[CH3:26][N:27]([CH3:28])[CH:29]=[O:30].[Cu:4][C:5]#[N:6].[Na:1][C:2]#[N:3]>>[C:2](#[N:3])[c:8]1[c:9]([NH2:25])[n:10][c:11](-[c:20]2[o:21][cH:22][cH:23][cH:24]2)[c:12](-[c:14]2[cH:15][cH:16][n:17][cH:18][cH:19]2)[n:13]1.